From a dataset of the Open Reaction Database (ORD), a public repository of structured organic reaction records. describe an organic reaction: reactants, conditions, products, and yield Reactants: ClC=1N=C(C2=C(N1)N(C=C2)S(=O)(=O)C2=CC=C(C=C2)C)NC2=C(C(=O)N)C(=CC=C2)F (2-({2-chloro-7-[(4-methylphenyl)sulfonyl]-7H-pyrrolo[2,3-d]pyrimidin-4-yl}amino)-6-fluorobenzamide), CN(C)CC(=O)N1CCCC2=CC(=C(C=C12)N)OC (1-[(dimethylamino)acetyl]-6-(methyloxy)-1,2,3,4-tetrahydro-7-quinolinamine), teflon, Cl.O1CCOCC1 (HCl dioxane). The reagents and catalysts are [I-].[K+] (potassium iodide). The solvent is C(C(F)(F)F)O (trifluroethanol), C1CCOC1 (THF). The product is CN(CC(=O)N1CCCC2=CC(=C(C=C12)NC1=NC2=C(C3=NC4=CC=CC(=C4C(N31)=O)F)C=CN2S(=O)(=O)C2=CC=C(C=C2)C)OC)C (5-{[1-(N,N-dimethylglycyl)-6-(methyloxy)-1,2,3,4-tetrahydro-7-quinolinyl]amino}-8-fluoro-3-[(4-methylphenyl)sulfonyl]pyrrolo[2′,3′:4,5]pyrimido[6,1-b]quinazolin-7(3H)-one). Yield: 68.7%. As a reaction SMILES: Cl[C:2]1[N:3]=[C:4]([NH:21][C:22]2[CH:30]=[CH:29][CH:28]=[C:27]([F:31])[C:23]=2[C:24](N)=[O:25])[C:5]2[CH:10]=[CH:9][N:8]([S:11]([C:14]3[CH:19]=[CH:18][C:17]([CH3:20])=[CH:16][CH:15]=3)(=[O:13])=[O:12])[C:6]=2[N:7]=1.[CH3:32][N:33]([CH2:35][C:36]([N:38]1[C:47]2[C:42](=[CH:43][C:44]([O:49][CH3:50])=[C:45]([NH2:48])[CH:46]=2)[CH2:41][CH2:40][CH2:39]1)=[O:37])[CH3:34].Cl.O1CCOCC1>C(O)C(F)(F)F.C1COCC1.[I-].[K+]>[CH3:32][N:33]([CH3:34])[CH2:35][C:36]([N:38]1[C:47]2[C:42](=[CH:43][C:44]([O:49][CH3:50])=[C:45]([NH:48][C:2]3[N:3]4[C:4](=[N:21][C:22]5[C:23]([C:24]4=[O:25])=[C:27]([F:31])[CH:28]=[CH:29][CH:30]=5)[C:5]4[CH:10]=[CH:9][N:8]([S:11]([C:14]5[CH:19]=[CH:18][C:17]([CH3:20])=[CH:16][CH:15]=5)(=[O:13])=[O:12])[C:6]=4[N:7]=3)[CH:46]=2)[CH2:41][CH2:40][CH2:39]1)=[O:37] |f:2.3,6.7|. Reported procedure: To a suspension of 2-({2-chloro-7-[(4-methylphenyl)sulfonyl]-7H-pyrrolo[2,3-d]pyrimidin-4-yl}amino)-6-fluorobenzamide (5.0 g, 10.87 mmol), 1-[(dimethylamino)acetyl]-6-(methyloxy)-1,2,3,4-tetrahydro-7-quinolinamine (3.44 g, 13.05 mmol), and potassium iodide (0.090 g, 0.544 mmol) in trifluroethanol (250 ml) was added 4M HCl/dioxane (10.87 ml, 43.5 mmol). The reaction was heated overnight in a pressure vessel equipped with a threaded teflon cap. The reaction was diluted with THF (300 ml) and washed... Starting materials: C(CC)C1=NC2=C(C(N(CC2)C(C)=O)C(=O)OCC)N1CC1=CC=C(C=C1)C1=C(C=CC=C1)C1=NN=NN1 (ethyl 2-n-propyl-5-acetyl-3-[2'-(1H-tetrazol-5-yl)biphenyl-4-yl]methyl-4,5,6,7-tetrahydroimidazo[4,5-c]pyridine-4-carboxylate), [OH-].[Na+] (sodium hydroxide). The solvent is CO (methanol). Conditions: time 8 hour. Product: [Na+].[Na+].C(CC)C1=NC2=C(C(N(CC2)C(C)=O)C(=O)[O-])N1CC1=CC=C(C=C1)C1=C(C=CC=C1)C1=NN=NN1.C(CC)C1=NC2=C(C(N(CC2)C(C)=O)C(=O)[O-])N1CC1=CC=C(C=C1)C1=C(C=CC=C1)C1=NN=NN1 (2-n-propyl-5-acetyl-3-[2'-(1H-tetrazol-5-yl)biphenyl-4-yl]methyl-4,5,6,7-tetrahydroimidazo[4,5-c]pyridine-4-carboxylic acid disodium salt). As a reaction SMILES: [CH2:1]([C:4]1[N:20]([CH2:21][C:22]2[CH:27]=[CH:26][C:25]([C:28]3[CH:33]=[CH:32][CH:31]=[CH:30][C:29]=3[C:34]3[NH:38][N:37]=[N:36][N:35]=3)=[CH:24][CH:23]=2)[C:7]2[CH:8]([C:15]([O:17]CC)=[O:16])[N:9]([C:12](=[O:14])[CH3:13])[CH2:10][CH2:11][C:6]=2[N:5]=1)[CH2:2][CH3:3].[OH-].[Na+:40]>CO>[Na+:40].[Na+:40].[CH2:1]([C:4]1[N:20]([CH2:21][C:22]2[CH:27]=[CH:26][C:25]([C:28]3[CH:33]=[CH:32][CH:31]=[CH:30][C:29]=3[C:34]3[NH:38][N:37]=[N:36][N:35]=3)=[CH:24][CH:23]=2)[C:7]2[CH:8]([C:15]([O-:17])=[O:16])[N:9]([C:12](=[O:14])[CH3:13])[CH2:10][CH2:11][C:6]=2[N:5]=1)[CH2:2][CH3:3].[CH2:1]([C:4]1[N:20]([CH2:21][C:22]2[CH:27]=[CH:26][C:25]([C:28]3[CH:33]=[CH:32][CH:31]=[CH:30][C:29]=3[C:34]3[NH:38][N:37]=[N:36][N:35]=3)=[CH:24][CH:23]=2)[C:7]2[CH:8]([C:15]([O-:17])=[O:16])[N:9]([C:12](=[O:14])[CH3:13])[CH2:10][CH2:11][C:6]=2[N:5]=1)[CH2:2][CH3:3] |f:1.2,4.5.6.7|. Procedure: To a solution of ethyl 2-n-propyl-5-acetyl-3-[2'-(1H-tetrazol-5-yl)biphenyl-4-yl]methyl-4,5,6,7-tetrahydroimidazo[4,5-c]pyridine-4-carboxylate (50.0 g) in methanol (500 ml) is added 4N aqueous sodium hydroxide solution (50 ml) under ice-cooling. The mixture is stirred overnight at room temperature, then evaporated. The residue is recrystallized from ethanol to give 2-n-propyl-5-acetyl-3-[2'-(1H-tetrazol-5-yl)biphenyl-4-yl]methyl-4,5,6,7-tetrahydroimidazo[4,5-c]pyridine-4-carboxylic acid disodium... Reactants: 2-{, ClC1=CC=C(C=N1)CN(CC1=CC=C(C=C1)Cl)C(C)O ([(6-chloro(3-pyridyl)methyl][(4-chlorophenyl)methyl]amino}ethan-1-ol), S(=O)(Cl)Cl (thionyl chloride). Reagents/catalysts: N1=CC=CC=C1 (pyridine). Run in C(Cl)(Cl)Cl (chloroform). The product is ClC1=CC=C(C=N1)CN(CC1=CC=C(C=C1)Cl)CCCl ((6-chloro(3-pyridyl)methyl](2-chloroethyl)[(4-chlorophenyl)methyl]amine). As a reaction SMILES: [Cl:1][C:2]1[N:7]=[CH:6][C:5]([CH2:8][N:9]([CH:18](O)[CH3:19])[CH2:10][C:11]2[CH:16]=[CH:15][C:14]([Cl:17])=[CH:13][CH:12]=2)=[CH:4][CH:3]=1.S(Cl)([Cl:23])=O>N1C=CC=CC=1.C(Cl)(Cl)Cl>[Cl:1][C:2]1[N:7]=[CH:6][C:5]([CH2:8][N:9]([CH2:18][CH2:19][Cl:23])[CH2:10][C:11]2[CH:16]=[CH:15][C:14]([Cl:17])=[CH:13][CH:12]=2)=[CH:4][CH:3]=1. Procedure: This compound was prepared in a manner analogous to that set forth in Step C of Example 1, using 6.0 grams (0.0193 mole) of 2-{[(6-chloro(3-pyridyl)methyl][(4-chlorophenyl)methyl]amino}ethan-1-ol, 2.4 grams (0.0203 mole) of thionyl chloride and four drops (catalyst) of pyridine in 75 mL of chloroform. The crude product was purified with column chromatography on silica gel. Elution was accomplished using 15% ethyl acetate in hexane then 30% ethyl acetate in hexane as eluants. The appropriate frac... Reaction SMILES: [C:30]([O:31][BH-:32]([O:33][C:34](=[O:35])[CH3:36])[O:37][C:38](=[O:39])[CH3:40])(=[O:41])[CH3:42].[CH3:19][N:20]1[CH2:21][CH2:22][NH:23][CH2:24][CH2:25]1.[CH3:26][C:27](=[O:28])[OH:29].[Cl:44][CH2:45][CH2:46][Cl:47].[NH2:1][c:2]1[c:3]2[c:4]([n:5][cH:6][n:7]1)[n:8]([CH:12]1[CH2:13][CH2:14][C:15](=[O:18])[CH2:16][CH2:17]1)[n:9][c:10]2[I:11].[Na+:43]>>[NH2:1][c:2]1[c:3]2[c:4]([n:5][cH:6][n:7]1)[n:8]([CH:12]1[CH2:13][CH2:14][CH:15]([N:23]3[CH2:22][CH2:21][N:20]([CH3:19])[CH2:25][CH2:24]3)[CH2:16][CH2:17]1)[n:9][c:10]2[I:11]. Yields the product CN1CCN(C2CCC(n3nc(I)c4c(N)ncnc43)CC2)CC1. Reactants: CC(=O)O[BH-](OC(C)=O)OC(C)=O, CN1CCNCC1, CC(=O)O, ClCCCl, Nc1ncnc2c1c(I)nn2C1CCC(=O)CC1, [Na+].